Dataset: the Open Reaction Database (ORD), a public repository of structured organic reaction records. Task: describe an organic reaction: reactants, conditions, products, and yield Starting materials: C(=O)(N1C=NC=C1)N1C=NC=C1 (1,1'-carbonyldiimidazole), N12CCCCCC2=NCCC1 (1,8-diazabicyclo[5.4.0]undec-7-ene), ClC1=CC=NC2=C(C=CC=C12)NC(C1=C(C=CC=C1Cl)Cl)=O (4-chloro-8-(2,6-dichlorobenzoylamino)quinoline), C(C1=CC=CC=C1)NCCN (N-benzylethylenediamine), C(C1=CC=CC=C1)NCCNC1=CC=NC2=C(C=CC=C12)NC(C1=C(C=CC=C1Cl)Cl)=O (4-(2-benzylaminoethylamino)-8-(2,6-dichlorobenzoylamino)quinoline). Run in CN(C=O)C (dimethylformamide). Conditions: temperature 130 celsius, time 6 hour. Yields the product C(C1=CC=CC=C1)N1C(N(CC1)C1=CC=NC2=C(C=CC=C12)NC(C1=C(C=CC=C1Cl)Cl)=O)=O (4-(3-benzyl-2-oxoimidazolidin-1-yl)-8-(2,6-dichlorobenzoylamino)quinoline). RXN SMILES: ClC1C2C(=C(N[C:13](=[O:22])C3C(Cl)=CC=CC=3Cl)C=CC=2)N=CC=1.C(NCCN)C1C=CC=CC=1.[CH2:34]([NH:41][CH2:42][CH2:43][NH:44][C:45]1[C:54]2[C:49](=[C:50]([NH:55][C:56](=[O:65])[C:57]3[C:62]([Cl:63])=[CH:61][CH:60]=[CH:59][C:58]=3[Cl:64])[CH:51]=[CH:52][CH:53]=2)[N:48]=[CH:47][CH:46]=1)[C:35]1[CH:40]=[CH:39][CH:38]=[CH:37][CH:36]=1.C(N1C=CN=C1)(N1C=CN=C1)=O.N12CCCN=C1CCCCC2>CN(C)C=O>[CH2:34]([N:41]1[CH2:42][CH2:43][N:44]([C:45]2[C:54]3[C:49](=[C:50]([NH:55][C:56](=[O:65])[C:57]4[C:62]([Cl:63])=[CH:61][CH:60]=[CH:59][C:58]=4[Cl:64])[CH:51]=[CH:52][CH:53]=3)[N:48]=[CH:47][CH:46]=2)[C:13]1=[O:22])[C:35]1[CH:36]=[CH:37][CH:38]=[CH:39][CH:40]=1. Reported procedure: A mixture of 4-chloro-8-(2,6-dichlorobenzoylamino)quinoline (400 mg) and N-benzylethylenediamine (854 mg) was stirred for 6 hours at 130° C. The mixture was partitioned between ethyl acetate and water, and the organic layer was washed with water and brine, dried over magnesium sulfate and evaporated in vacuo. The residue was purified by flash chromatography on silica gel (methanol-dichloromethane) to give a residue containing 4-(2-benzylaminoethylamino)-8-(2,6-dichlorobenzoylamino)quinoline. A m... Starting materials: Nc1cc(-c2ccc(OCC3CC3)cc2)n[nH]1, O=C[O-], O=C(O)CCCN1CCCCC1. The product is O=C(CCCN1CCCCC1)Nc1cc(-c2ccc(OCC3CC3)cc2)n[nH]1. As a reaction SMILES: [CH:1]1([CH2:4][O:5][c:6]2[cH:7][cH:8][c:9](-[c:12]3[cH:13][c:14]([NH2:17])[nH:15][n:16]3)[cH:10][cH:11]2)[CH2:2][CH2:3]1.[CH:30]([O-:31])=[O:32].[N:18]1([CH2:24][CH2:25][CH2:26][C:27](=[O:28])[OH:29])[CH2:19][CH2:20][CH2:21][CH2:22][CH2:23]1>>[CH:1]1([CH2:4][O:5][c:6]2[cH:7][cH:8][c:9](-[c:12]3[cH:13][c:14]([NH:17][C:27]([CH2:26][CH2:25][CH2:24][N:18]4[CH2:19][CH2:20][CH2:21][CH2:22][CH2:23]4)=[O:28])[nH:15][n:16]3)[cH:10][cH:11]2)[CH2:2][CH2:3]1. Reactants: C12CC3CC(CC(C1)C3)C2 (adamantane), ON1C(C=2C(C1=O)=CC=CC2)=O (N-hydroxyphthalimide), [N+](=O)[O-] (nitrogen dioxide), ClC(C)Cl (dichloroethane), C12CC3CC(CC(C1)C3)C2 (adamantane), O=O (oxygen). The product is [N+](=O)([O-])C12CC3CC(CC(C1)C3)C2 (nitroadamantane), C12(CC3CC(CC(C1)C3)C2)O (adamantanol). The yield is 12.0%. As a reaction SMILES: [CH:1]12[CH2:10][CH:5]3[CH2:6][CH:7]([CH2:9][CH:3]([CH2:4]3)[CH2:2]1)[CH2:8]2.[OH:11][N:12]1C(=O)C2=CC=CC=C2C1=O.[N+]([O-])=[O:24].ClC(Cl)C.O=O>>[N+:12]([C:1]12[CH2:10][CH:5]3[CH2:6][CH:7]([CH2:9][CH:3]([CH2:4]3)[CH2:2]1)[CH2:8]2)([O-:11])=[O:24].[C:1]12([OH:11])[CH2:10][CH:5]3[CH2:6][CH:7]([CH2:9][CH:3]([CH2:4]3)[CH2:2]1)[CH2:8]2 |^1:22|. Procedure: Into a flask, 1 mmole of adamantane, 0.05 mmole of N-hydroxyphthalimide, 15 mmole of nitrogen dioxide (NO2) and 3 ml of dichloroethane were added and stirred for 5 hours at 60° C. in an atmosphere of oxygen. The reaction products were analyzed by gas chromatography, and, as a result, the conversion of adamantane was 97%, and nitroadamantane (yield 57%), adamantanol (yield 12%) and adamantanone (yield 4%) were formed. The reactants are C(C1=CC=CC=C1)[C@@H]1N(C(OC1)=O)C([C@H]([C@H](O)C1=CC=C(C=C1)OCC1=CC=CC=C1)OC1=CC=C(C=C1)C)=O ((S)-4-benzyl-3-[(2S,3R)-3-(4-benzyloxyphenyl)-3-hydroxy-2-(4-methylphenoxy)propionyl]oxazolidin-2-one), [H][H] (hydrogen). Reagents/catalysts: [Pd] (palladium-charcoal). Run in C(C)O (ethanol). Product: C(C1=CC=CC=C1)[C@@H]1N(C(OC1)=O)C([C@H]([C@@H](C1=CC=C(C=C1)O)O)OC1=CC=C(C=C1)C)=O ((S)-4-Benzyl-3-[(2S,3R)-3-hydroxy-3-(4-hydroxyphenyl)-2-(4-methylphenoxy)propionyl]oxazolidin-2-one). Yield: 111.6%. As a reaction SMILES: [CH2:1]([C@H:8]1[CH2:12][O:11][C:10](=[O:13])[N:9]1[C:14](=[O:40])[C@@H:15]([O:32][C:33]1[CH:38]=[CH:37][C:36]([CH3:39])=[CH:35][CH:34]=1)[C@@H:16]([C:18]1[CH:23]=[CH:22][C:21]([O:24]CC2C=CC=CC=2)=[CH:20][CH:19]=1)[OH:17])[C:2]1[CH:7]=[CH:6][CH:5]=[CH:4][CH:3]=1.[H][H]>C(O)C.[Pd]>[CH2:1]([C@H:8]1[CH2:12][O:11][C:10](=[O:13])[N:9]1[C:14](=[O:40])[C@@H:15]([O:32][C:33]1[CH:38]=[CH:37][C:36]([CH3:39])=[CH:35][CH:34]=1)[C@H:16]([OH:17])[C:18]1[CH:23]=[CH:22][C:21]([OH:24])=[CH:20][CH:19]=1)[C:2]1[CH:7]=[CH:6][CH:5]=[CH:4][CH:3]=1. Procedure: To a solution of (S)-4-benzyl-3-[(2S,3R)-3-(4-benzyloxyphenyl)-3-hydroxy-2-(4-methylphenoxy)propionyl]oxazolidin-2-one (9.80 g) obtained from Reference example 20(b) in ethanol (150 ml) was added 5% palladium-charcoal (1.00 g), and the reaction solution was stirred at 50° C. for 4 hours in an atmosphere of hydrogen. After the catalyst was removed by filtration, the filtrate was concentrated under reduced pressure. Water was added to the residue, and the resulting solution was extracted with ethy... Reactants: COC(=O)C=1C=NC=NC1 (5-Methoxycarbonylpyrimidine), Pd on-carbon, Br (HBr). The product is Br.COC(=O)C1CN=CNC1 (1,4,5,6-Tetrahydro-5-methoxycarbonylpyrimidine Hydrobromide). The yield is 83.0%. As a reaction SMILES: [CH3:1][O:2][C:3]([C:5]1[CH:6]=[N:7][CH:8]=[N:9][CH:10]=1)=[O:4].[BrH:11]>>[BrH:11].[CH3:1][O:2][C:3]([CH:5]1[CH2:10][NH:9][CH:8]=[N:7][CH2:6]1)=[O:4] |f:2.3|. Procedure details: 5-Methoxycarbonylpyrimidine (1.381 g, 10 mmol) in 143 ml 0.07158M HBr was hydrogenated at 26 psig over 600 mg Pd-on-carbon 10% in a Parr hydrogenator for three hours. The suspension was filtered and the filter rinsed twice with hot water (10 ml). The filtrate was evaporated in vacuo to give 1.86 g yellow oil (83%). The oil was crystallized from anhydrous ethanol/THF, and the hygroscopic crystals collected by decanting the solvents under a stream of nitrogen. Excess solvents were removed under va... Starting materials: C(Br)(Br)(Br)Br (carbon tetrabromide), FC1=CC=C(C=C1)C1=NC2=CC=CC=C2C(=C1C=O)C(C)C (2-(4-fluorophenyl)-4-(1-methylethyl)-3-quinolinecarboxaldehyde), C1(=CC=CC=C1)P(C1=CC=CC=C1)C1=CC=CC=C1 (triphenylphosphine). Run in C(Cl)Cl (CH2Cl2), C(Cl)Cl (CH2Cl2). Conditions: time 20 minute. Product: BrC(=CC=1C(=NC2=CC=CC=C2C1C(C)C)C1=CC=C(C=C1)F)Br (3-(2,2-dibromoethenyl)-2-(4-fluorophenyl)-4-(1-methylethyl)quinoline). The yield is 96.2%. Reaction SMILES: [C:1]([Br:5])(Br)(Br)[Br:2].[F:6][C:7]1[CH:12]=[CH:11][C:10]([C:13]2[C:22]([CH:23]=O)=[C:21]([CH:25]([CH3:27])[CH3:26])[C:20]3[C:15](=[CH:16][CH:17]=[CH:18][CH:19]=3)[N:14]=2)=[CH:9][CH:8]=1.C1(P(C2C=CC=CC=2)C2C=CC=CC=2)C=CC=CC=1>C(Cl)Cl>[Br:2][C:1]([Br:5])=[CH:23][C:22]1[C:13]([C:10]2[CH:11]=[CH:12][C:7]([F:6])=[CH:8][CH:9]=2)=[N:14][C:15]2[C:20]([C:21]=1[CH:25]([CH3:27])[CH3:26])=[CH:19][CH:18]=[CH:17][CH:16]=2. Procedure: A solution of carbon tetrabromide (2.958 gm, 8.92 mmol) in CH2Cl2 (10 ml) was added over a 15 minute period to a cold (-10° C.) solution of 2-(4-fluorophenyl)-4-(1-methylethyl)-3-quinolinecarboxaldehyde (1.744 gm, 5.95 mmol) (the preparation of which is described in Example 2) and triphenylphosphine (4.680 gm, 17.84 mmol) in CH2Cl2 (34 ml). After the addition was complete, the mixture was stirred for 20 minutes then quenched with saturated NaHCO3 and extracted 3× with CH2Cl2. The combined organi... Reactants: C(C)OC(C(C)(C)OC1=CC=C(C=C1)OCCC=1N=C(OC1C)C1=CC=C(C=C1)Br)=O (2-(4-{2-[2-(4-bromophenyl)-5-methyloxazol-4-yl]ethoxy}phenoxy)-2-methylpropionic acid ethyl ester), C1(CCCCC1)P(C1=C(C=CC=C1)C1=CC=CC=C1)C1CCCCC1 (2-(dicyclohexylphosphino)biphenyl), CC1=C(C=CC=C1)B(O)O (2-methylphenylboronic acid), [F-].[K+] (potassium fluoride). The reagents and catalysts are C(C)(=O)[O-].[Pd+2].C(C)(=O)[O-] (palladium acetate). The solvent is C1CCOC1 (THF). Yields the product C(C)OC(C(C)(OC1=CC=C(C=C1)OCCC=1N=C(OC1C)C1=CC=C(C=C1)C1=C(C=CC=C1)C)C)=O (2-Methyl-2-(4-{2-[5-methyl-2-(2′-methyl-biphenyl-4-yl)-oxazol-4-yl]-ethoxy}-phenoxy)propionic acid ethyl ester). Reaction SMILES: [CH2:1]([O:3][C:4](=[O:31])[C:5]([O:8][C:9]1[CH:14]=[CH:13][C:12]([O:15][CH2:16][CH2:17][C:18]2[N:19]=[C:20]([C:24]3[CH:29]=[CH:28][C:27](Br)=[CH:26][CH:25]=3)[O:21][C:22]=2[CH3:23])=[CH:11][CH:10]=1)([CH3:7])[CH3:6])[CH3:2].[CH3:32][C:33]1[CH:38]=[CH:37][CH:36]=[CH:35][C:34]=1B(O)O.[F-].[K+].C1(P(C2CCCCC2)C2C=CC=CC=2C2C=CC=CC=2)CCCCC1>C([O-])(=O)C.[Pd+2].C([O-])(=O)C.C1COCC1>[CH2:1]([O:3][C:4](=[O:31])[C:5]([CH3:7])([O:8][C:9]1[CH:14]=[CH:13][C:12]([O:15][CH2:16][CH2:17][C:18]2[N:19]=[C:20]([C:24]3[CH:29]=[CH:28][C:27]([C:34]4[CH:35]=[CH:36][CH:37]=[CH:38][C:33]=4[CH3:32])=[CH:26][CH:25]=3)[O:21][C:22]=2[CH3:23])=[CH:11][CH:10]=1)[CH3:6])[CH3:2] |f:2.3,5.6.7|. Reported procedure: A solution of 2-(4-{2-[2-(4-bromophenyl)-5-methyloxazol-4-yl]ethoxy}phenoxy)-2-methylpropionic acid ethyl ester (300 mg, 0.614 mmol) (see Ex. 2, part B), 2-methylphenylboronic acid (0.921 mmol), potassium fluoride (88.6 mg, 1.84 mmol), palladium acetate (1.3 mg, 0.14 mol), and 2-(dicyclohexylphosphino)biphenyl (4.3 mg, 12.3 μmol) were combined under N2, to which anhydrous THF (1.23 mL) was added. The yellow mixture was heated at reflux for 12 h. After cooling to room temperature, the mixture was...